Dataset: the Open Reaction Database (ORD), a public repository of structured organic reaction records. Task: describe an organic reaction: reactants, conditions, products, and yield The reactants are tert-butyl 4-[(2-hydroxymethyl)pyridin-5-yl]piperidine-1-carboxylate, CS(=O)(=O)C1=C(C=C(C=C1)O)C (4-methanesulfonyl-3-methylphenol), ClC1=C(OCC2=NC=C(C=C2C)C2CCN(CC2)C(=O)OC(C)(C)C)C=CC(=C1)S(=O)(=O)C (tert-Butyl 4-[2-(2-chloro-4-methanesulfonylphenoxymethyl)-3-methylpyridin-5-yl]piperidine-1-carboxylate). Product: CS(=O)(=O)C1=C(C=C(OCC2=NC=C(C=C2)C2CCN(CC2)C(=O)OC(C)(C)C)C=C1)C (tert-Butyl 4-[2-(4-methanesulfonyl-3-methylphenoxymethyl)pyridin-5-yl]piperidine-1-carboxylate). The yield is 35.0%. Reaction SMILES: [CH3:1][S:2]([C:5]1[CH:10]=[CH:9][C:8]([OH:11])=[CH:7][C:6]=1[CH3:12])(=[O:4])=[O:3].ClC1C=C(S(C)(=O)=O)C=CC=1O[CH2:17][C:18]1[C:23](C)=[CH:22][C:21]([CH:25]2[CH2:30][CH2:29][N:28]([C:31]([O:33][C:34]([CH3:37])([CH3:36])[CH3:35])=[O:32])[CH2:27][CH2:26]2)=[CH:20][N:19]=1>>[CH3:1][S:2]([C:5]1[CH:10]=[CH:9][C:8]([O:11][CH2:17][C:18]2[CH:23]=[CH:22][C:21]([CH:25]3[CH2:26][CH2:27][N:28]([C:31]([O:33][C:34]([CH3:37])([CH3:36])[CH3:35])=[O:32])[CH2:29][CH2:30]3)=[CH:20][N:19]=2)=[CH:7][C:6]=1[CH3:12])(=[O:3])=[O:4]. Procedure details: The title compound was prepared from tert-butyl 4-[(2-hydroxymethyl)pyridin-5-yl]piperidine-1-carboxylate (Example 1(2)) (64 mg, 0.219 mmol) and 4-methanesulfonyl-3-methylphenol (41 mg, 0.219 mmol) following a procedure analogous to that in Example 1(3) and (4) as a pale yellow amorphous (35 mg, yield 35%). The reactants are C(N)(=O)COC[C@H]1N(C[C@@H](C1)O)C(=O)OCC1=CC=C(C=C1)[N+](=O)[O-] ((2S,4R)-2-(carbamoylmethyloxymethyl)-4-hydroxy-1-(4-nitrobenzyloxycarbonyl)pyrrolidine), Cl (hydrochloric acid), [BH4-].[Na+] (sodium borohydride), B(F)(F)F.CCOCC (boron trifluoride etherate). Run in CO (Methanol), O1CCCC1 (tetrahydrofuran), CO (methanol), O1CCCC1 (tetrahydrofuran). Conditions: time 2 hour. Yields the product NCCOC[C@H]1N(C[C@@H](C1)O)C(=O)OCC1=CC=C(C=C1)[N+](=O)[O-] ((2S,4R)-2-(2-aminoethyloxymethyl)-4-hydroxy-1-(4-nitrobenzyloxycarbonyl)pyrrolidine). Isolated yield 84.0%. As a reaction SMILES: [BH4-].[Na+].B(F)(F)F.CCOCC.[C:12]([CH2:15][O:16][CH2:17][C@@H:18]1[CH2:22][C@@H:21]([OH:23])[CH2:20][N:19]1[C:24]([O:26][CH2:27][C:28]1[CH:33]=[CH:32][C:31]([N+:34]([O-:36])=[O:35])=[CH:30][CH:29]=1)=[O:25])(=O)[NH2:13].Cl>O1CCCC1.CO>[NH2:13][CH2:12][CH2:15][O:16][CH2:17][C@@H:18]1[CH2:22][C@@H:21]([OH:23])[CH2:20][N:19]1[C:24]([O:26][CH2:27][C:28]1[CH:29]=[CH:30][C:31]([N+:34]([O-:36])=[O:35])=[CH:32][CH:33]=1)=[O:25] |f:0.1,2.3|. Procedure: To a suspension of sodium borohydride (0.30 g) in tetrahydrofuran (15 ml) was added boron trifluoride etherate (3.5 ml) in a nitrogen stream with stirring at 0°-10° C. The mixture was stirred at the same temperature for 30 minutes. To the mixture was added a solution of (2S,4R)-2-(carbamoylmethyloxymethyl)-4-hydroxy-1-(4-nitrobenzyloxycarbonyl)pyrrolidine (1.40 g) in tetrahydrofuran (3 ml) at 0°-10° C. The mixture was stirred at 0°-10° C. for 3 hours and at ambient temperature overnight. Methano... The reactants are C=1C=NC(=NC1)NS(=O)(=O)C=2C=CC(=CC2)N (sulfadiazine), COC=1C=C(C=C(C1OC)OC)CC=2C=NC(=NC2N)N (trimethoprim). Product: C=1C=NC(=NC1)NS(=O)(=O)C=2C=CC(=CC2)N.COC=1C=C(C=C(C1OC)OC)CC=2C=NC(=NC2N)N (sulfadiazine trimethoprim). Reaction SMILES: [CH:1]1[CH:2]=[N:3][C:4]([NH:7][S:8]([C:11]2[CH:12]=[CH:13][C:14]([NH2:17])=[CH:15][CH:16]=2)(=[O:10])=[O:9])=[N:5][CH:6]=1.[CH3:18][O:19][C:20]1[CH:21]=[C:22]([CH2:30][C:31]2[CH:32]=[N:33][C:34]([NH2:38])=[N:35][C:36]=2[NH2:37])[CH:23]=[C:24]([O:28][CH3:29])[C:25]=1[O:26][CH3:27]>>[CH:1]1[CH:2]=[N:3][C:4]([NH:7][S:8]([C:11]2[CH:16]=[CH:15][C:14]([NH2:17])=[CH:13][CH:12]=2)(=[O:10])=[O:9])=[N:5][CH:6]=1.[CH3:18][O:19][C:20]1[CH:21]=[C:22]([CH2:30][C:31]2[CH:32]=[N:33][C:34]([NH2:38])=[N:35][C:36]=2[NH2:37])[CH:23]=[C:24]([O:28][CH3:29])[C:25]=1[O:26][CH3:27] |f:2.3|. Procedure details: Using 8 ml volumetric pipettes, 8 ml of the sulfadiazine stock solution were mixed with 8 ml of the trimethoprim stock solution to give a sulfadiazine/trimethoprim stock solution of about 4.0/0.8 mg/ml. Starting materials: C(C)(=O)OCC (ethyl acetate), C[Si](CCOCCl)(C)C (2-(Trimethylsilyl)ethoxymethyl chloride), ClC1=C(C=NC=C1)S(=O)(=O)NC1=NC=C(N=C1OC)C (4-chloro-N-(3-methoxy-5-methylpyrazin-2-yl)pyridine-3-sulphonamide), resultant solution. The solvent is CN(C)C=O (DMF). Run at temperature -5 celsius. Yields the product ClC1=C(C=NC=C1)S(=O)(=O)N(COCC[Si](C)(C)C)C1=NC=C(N=C1OC)C (4-chloro-N-(3-methoxy-5-methylpyrazin-2-yl)-N-[2-(trimethylsilyl)ethoxymethyl]pyridine-3-sulphonamide). As a reaction SMILES: [CH3:1][Si:2]([CH3:9])([CH3:8])[CH2:3][CH2:4][O:5][CH2:6]Cl.[Cl:10][C:11]1[CH:16]=[CH:15][N:14]=[CH:13][C:12]=1[S:17]([NH:20][C:21]1[C:26]([O:27][CH3:28])=[N:25][C:24]([CH3:29])=[CH:23][N:22]=1)(=[O:19])=[O:18].C(OCC)(=O)C>CN(C=O)C>[Cl:10][C:11]1[CH:16]=[CH:15][N:14]=[CH:13][C:12]=1[S:17]([N:20]([C:21]1[C:26]([O:27][CH3:28])=[N:25][C:24]([CH3:29])=[CH:23][N:22]=1)[CH2:6][O:5][CH2:4][CH2:3][Si:2]([CH3:9])([CH3:8])[CH3:1])(=[O:18])=[O:19]. Procedure: 2-(Trimethylsilyl)ethoxymethyl chloride (0.22 ml) was added dropwise over 5 minutes to a stirred solution of 4-chloro-N-(3-methoxy-5-methylpyrazin-2-yl)pyridine-3-sulphonamide (0.306 g) and N,N-diisopropylethylaminc (0.21 ml) in dry DMF (1 ml) at -15° C. The resultant solution was allowed to warm to -5° C. over 40 minutes then ethyl acetate (30 ml) was added and the mixture was washed with 2M hydrochloric acid (30 ml), water (30 ml) and saturated sodium chloride solution and then dried (MgSO4). ... Reactants: C(C)(C)(C)OC(=O)N1CCC(CC1)CCO (4-(2-hydroxy-ethyl)-piperidine-1-carboxylic acid tert-butyl ester), C(C)OCC (Diethyl ether). Solvent: C(Cl)Cl (CH2Cl2). Reaction conditions: time 90 minute. Yields the product C(C)(C)(C)OC(=O)N1CCC(CC1)CC=O (4-(2-Oxo-ethyl)-piperidine-1-carboxylic acid tert-butyl ester). Yield: 57.1%. As a reaction SMILES: [C:1]([O:5][C:6]([N:8]1[CH2:13][CH2:12][CH:11]([CH2:14][CH2:15][OH:16])[CH2:10][CH2:9]1)=[O:7])([CH3:4])([CH3:3])[CH3:2].C(OCC)C>C(Cl)Cl>[C:1]([O:5][C:6]([N:8]1[CH2:13][CH2:12][CH:11]([CH2:14][CH:15]=[O:16])[CH2:10][CH2:9]1)=[O:7])([CH3:4])([CH3:3])[CH3:2]. Procedure details: Periodinane (36.1 g, 85.2 mmol) was added to 4-(2-hydroxy-ethyl)-piperidine-1-carboxylic acid tert-butyl ester (15.0 g, 65.5 mmol) in CH2Cl2 (230 mL) and stirred for 90 min. Diethyl ether (560 ml) was added and precipitates were removed by extraction with 10% Na2S2O3/saturated NaHCO3 (1:1, 350 mL). The organic layer was washed with 0.5 M NaOH solution and brine. The organic phase was dried and concentrated under reduced pressure to yield 4-(2-Oxo-ethyl)-piperidine-1-carboxylic acid tert-butyl es...